This data is from the Open Reaction Database (ORD), a public repository of structured organic reaction records. The task is: describe an organic reaction: reactants, conditions, products, and yield Starting materials: CCOP(=O)(OCC)C(C)c1ccc([N+](=O)[O-])cc1, C1CCOC1, CCOC(C)=O, [H-], CI, [Na+], O. Product: CCOP(=O)(OCC)C(C)(C)c1ccc([N+](=O)[O-])cc1. Reaction SMILES: [CH2:1]([CH3:2])[O:3][P:4]([O:5][CH2:6][CH3:7])(=[O:8])[CH:9]([CH3:10])[c:11]1[cH:12][cH:13][c:14]([N+:17](=[O:18])[O-:19])[cH:15][cH:16]1.[CH2:25]1[O:26][CH2:27][CH2:28][CH2:29]1.[CH3:30][CH2:31][O:32][C:33]([CH3:34])=[O:35].[H-:21].[I:22][CH3:23].[Na+:20].[OH2:24]>>[CH2:1]([CH3:2])[O:3][P:4]([O:5][CH2:6][CH3:7])(=[O:8])[C:9]([CH3:10])([c:11]1[cH:12][cH:13][c:14]([N+:17](=[O:18])[O-:19])[cH:15][cH:16]1)[CH3:23].